Dataset: the Open Reaction Database (ORD), a public repository of structured organic reaction records. Task: describe an organic reaction: reactants, conditions, products, and yield The reactants are O=C1CCC(=O)N1Br, O=C(OOC(=O)c1ccccc1)c1ccccc1, ClC(Cl)(Cl)Cl, Cc1ccc2ccc(Cl)cc2n1. Yields the product Clc1ccc2ccc(CBr)nc2c1. RXN SMILES: [Br:1][N:2]1[C:3](=[O:4])[CH2:5][CH2:6][C:7]1=[O:8].[C:21]([O:22][O:23][C:24](=[O:25])[c:26]1[cH:27][cH:28][cH:29][cH:30][cH:31]1)(=[O:32])[c:33]1[cH:34][cH:35][cH:36][cH:37][cH:38]1.[Cl:39][C:40]([Cl:41])([Cl:42])[Cl:43].[Cl:9][c:10]1[cH:11][cH:12][c:13]2[cH:14][cH:15][c:16]([CH3:20])[n:17][c:18]2[cH:19]1>>[Br:1][CH2:20][c:16]1[cH:15][cH:14][c:13]2[cH:12][cH:11][c:10]([Cl:9])[cH:19][c:18]2[n:17]1. Reactants: COC=1C=CC(=CC1)P2(=S)SP(=S)(S2)C=3C=CC(=CC3)OC (Lawesson reagent), ClC=1C=CC2=C(C(=NCC(N2)=O)C2=NC=CC=C2)C1 (7-chloro-5-(2-pyridyl)-3H-1,4-benzodiazepin-2(1H)-one). The reagents and catalysts are COC=1C=CC(=CC1)P2(=S)SP(=S)(S2)C=3C=CC(=CC3)OC (Lawesson reagent). Solvent: N1=CC=CC=C1 (pyridine). Reaction conditions: temperature 100 celsius, time 2 hour. The product is ClC=1C=CC2=C(C(=NCC(N2)=S)C2=NC=CC=C2)C1 (7-chloro-5-(2-pyridyl)-3H-1,4-benzodiazepine-2(1H)-thione). The yield is 185.1%. RXN SMILES: [Cl:1][C:2]1[CH:3]=[CH:4][C:5]2[NH:11][C:10](=O)[CH2:9][N:8]=[C:7]([C:13]3[CH:18]=[CH:17][CH:16]=[CH:15][N:14]=3)[C:6]=2[CH:19]=1.COC1C=CC(P2(SP(C3C=CC(OC)=CC=3)(=S)S2)=[S:29])=CC=1>N1C=CC=CC=1.COC1C=CC(P2(SP(C3C=CC(OC)=CC=3)(=S)S2)=S)=CC=1>[Cl:1][C:2]1[CH:3]=[CH:4][C:5]2[NH:11][C:10](=[S:29])[CH2:9][N:8]=[C:7]([C:13]3[CH:18]=[CH:17][CH:16]=[CH:15][N:14]=3)[C:6]=2[CH:19]=1. Procedure details: A solution of 18.5 g of 7-chloro-5-(2-pyridyl)-3H-1,4-benzodiazepin-2(1H)-one (N. Ch. Hindley, T. M. McClymont & G. O. Chase; F. Hoffmann La Roche and Co., A. G., German Offenlegungsschrift 2,233,483, 1973) in 150 ml of pyridine was treated with 14.2 g of Lawesson reagent and the mixture was stirred at 100° C. for 2 h. After the addition of 1.0 g of Lawesson reagent the mixture was stirred at 100° C. for a further 0.5 h. and then evaporated in a vacuum. The residue was poured into 500 ml of satu...